This data is from the Open Reaction Database (ORD), a public repository of structured organic reaction records. The task is: describe an organic reaction: reactants, conditions, products, and yield The reactants are O=C1OC(c2ccccc2)CN1Cc1ccc(CBr)cc1, ClCCl, [H-], [Na+], CN(C)C=O, Oc1cccnc1. Product: O=C1OC(c2ccccc2)CN1Cc1ccc(COc2cccnc2)cc1. As a reaction SMILES: [Br:8][CH2:9][c:10]1[cH:11][cH:12][c:13]([CH2:14][N:15]2[C:16](=[O:26])[O:17][CH:18]([c:20]3[cH:21][cH:22][cH:23][cH:24][cH:25]3)[CH2:19]2)[cH:27][cH:28]1.[Cl:36][CH2:37][Cl:38].[H-:29].[Na+:30].[O:31]=[CH:32][N:33]([CH3:34])[CH3:35].[OH:1][c:2]1[cH:3][n:4][cH:5][cH:6][cH:7]1>>[O:1]([c:2]1[cH:3][n:4][cH:5][cH:6][cH:7]1)[CH2:9][c:10]1[cH:11][cH:12][c:13]([CH2:14][N:15]2[C:16](=[O:26])[O:17][CH:18]([c:20]3[cH:21][cH:22][cH:23][cH:24][cH:25]3)[CH2:19]2)[cH:27][cH:28]1. The reactants are Cl (hydrogen chloride), C(C1=CC=CC=C1)N1C2(C(CCC1C(C2)N2N=NN=C2)OCC2=CC(=CC(=C2)C(F)(F)F)C(F)(F)F)C2=CC=CC=C2 (8-Benzyl-2-{[3,5-bis(trifluoromethyl)phenyl]methoxy}-1-phenyl-6-(1H-tetrazol-1-yl)-8-azabicyclo[3.2.1]octane), hydrochloride salt, Cl (hydrochloric acid). The reagents and catalysts are [OH-].[Pd+2].[OH-] (palladium hydroxide). Solvent: C(C)OCC (diethyl ether), C(C)OCC (diethyl ether), CO (methanol). Conditions: time 1 hour. Product: Cl.FC(C=1C=C(C=C(C1)C(F)(F)F)CO[C@H]1[C@@]2(C[C@H]([C@H](CC1)N2)N2N=NN=C2)C2=CC=CC=C2)(F)F ((1R*,2R*,5S*,6R*)-2-{[3,5-Bis(trifluoromethyl)phenyl]methoxy}-1-phenyl-6-(1H-tetrazol-1-yl)-8-azabicyclo[3.2.1]octane hydrochloride). RXN SMILES: C([N:8]1[CH:13]2[CH:14]([N:16]3[CH:20]=[N:19][N:18]=[N:17]3)[CH2:15][C:9]1([C:37]1[CH:42]=[CH:41][CH:40]=[CH:39][CH:38]=1)[CH:10]([O:21][CH2:22][C:23]1[CH:28]=[C:27]([C:29]([F:32])([F:31])[F:30])[CH:26]=[C:25]([C:33]([F:36])([F:35])[F:34])[CH:24]=1)[CH2:11][CH2:12]2)C1C=CC=CC=1.[ClH:43]>CO.C(OCC)C.[OH-].[Pd+2].[OH-]>[ClH:43].[F:31][C:29]([F:30])([F:32])[C:27]1[CH:28]=[C:23]([CH2:22][O:21][C@@H:10]2[CH2:11][CH2:12][C@@H:13]3[NH:8][C@@:9]2([C:37]2[CH:38]=[CH:39][CH:40]=[CH:41][CH:42]=2)[CH2:15][C@H:14]3[N:16]2[CH:20]=[N:19][N:18]=[N:17]2)[CH:24]=[C:25]([C:33]([F:34])([F:36])[F:35])[CH:26]=1 |f:4.5.6,7.8|. Reported procedure: 1R*,2R*,5S*,6R*)-8-Benzyl-2-{[3,5-bis(trifluoromethyl)phenyl]methoxy}-1-phenyl-6-(1H-tetrazol-1-yl)-8-azabicyclo[3.2.1]octane. (Example 116; 154 mg, 0.26 mmol) was dissolved in methanol (30 ml) and 2N hydrochloric acid (0.5 ml) and 10% palladium hydroxide (40 mg, 10%) added. The mixture was hydrogenated at 35 psi for 1 hour. The reaction mixture was then filtered and concentrated in vacuo and the oil partitioned between saturated sodium hydrogen carbonate solution and dichloromethane. The organi... Starting materials: ClC1=CC(=CC=C1)C(=O)OO (m-chloroperbenzoic acid), CC1(CC(OC=C1)=O)C (4,4-dimethyl-3,4-dihydro-2-pyrone). Product: O1C2C(CC(OC21)=O)(C)C (racemic 5,6-epoxy-4,4-dimethyl-tetrahydro-pyr-2-one). Yield: 81.3%. Reaction SMILES: ClC1C=CC=C(C(OO)=[O:9])C=1.[CH3:12][C:13]1([CH3:20])[CH:18]=[CH:17][O:16][C:15](=[O:19])[CH2:14]1>>[O:9]1[CH:17]2[CH:18]1[C:13]([CH3:20])([CH3:12])[CH2:14][C:15](=[O:19])[O:16]2. Reported procedure: A solution of 43.15 g of m-chloroperbenzoic acid in 25.2 g of 4,4-dimethyl-3,4-dihydro-2-pyrone at 0° C. was stirred for 3 hours while allowing the temperature to rise to room temperature and was then vacuum filtered. The product was empasted with methylene chloride and the filtrate was washed with an aqueous sodium thiosulfate, then with water. The organic phase was dried and evaporated to dryness under reduced pressure to obtain 28.5 g of raw product which was chromatographed over silica gel a... Starting materials: [OH-].[Na+] (sodium hydroxide), C(C)OC(=O)C(C)C=1C=2CC3=C(NC(C=4N3C=C(N4)C(=O)OCC)=O)C2C=CC1 (ethyl 9-(1-ethoxycarbonylethyl)-4,5-dihydro-4-oxo-10H-imidazo[1,2-a]indeno[1,2-e]pyrazin-2-carboxylate). Solvent: O1CCOCC1 (dioxane). Reaction conditions: temperature 20 celsius, time 30 minute. Product: C(=O)(O)C(C)C=1C=2CC3=C(NC(C=4N3C=C(N4)C(=O)O)=O)C2C=CC1 (9-(1-carboxyethyl)-4,5-dihydro-4-oxo-10H-imidazo[1,2-a]indeno[1,2-e]pyrazin-2-carboxylic acid). RXN SMILES: [OH-].[Na+].C([O:5][C:6]([CH:8]([C:10]1[C:11]2[CH2:12][C:13]3[N:18]4[CH:19]=[C:20]([C:22]([O:24]CC)=[O:23])[N:21]=[C:17]4[C:16](=[O:27])[NH:15][C:14]=3[C:28]=2[CH:29]=[CH:30][CH:31]=1)[CH3:9])=[O:7])C>O1CCOCC1>[C:6]([CH:8]([C:10]1[C:11]2[CH2:12][C:13]3[N:18]4[CH:19]=[C:20]([C:22]([OH:24])=[O:23])[N:21]=[C:17]4[C:16](=[O:27])[NH:15][C:14]=3[C:28]=2[CH:29]=[CH:30][CH:31]=1)[CH3:9])([OH:7])=[O:5] |f:0.1|. Procedure: 19 ml of 1N sodium hydroxide solution are added dropwise, under a stream of nitrogen and at a temperature in the region of 20° C., to a suspension of 1.9 g of ethyl 9-(1-ethoxycarbonylethyl)-4,5-dihydro-4-oxo-10H-imidazo[1,2-a]indeno[1,2-e]pyrazin-2-carboxylate in a mixture of dioxane (245 ml) and distilled water (65 ml). The reaction is continued for 4 hours and 30 minutes at the same temperature. The insoluble material, formed after partial evaporation of the solvents, is filtered, washed with... Starting materials: C=1C=CN2C1CN(C1=C(C2)C=CC=C1)C(=O)C1=CC(=C(C=C1)C1=C(C=CC=C1)C)C ((10,11-Dihydro-5H-pyrrolo[2,1-c][1,4]benzodiazepin-10-yl)-(2,2′-dimethyl-biphenyl-4-yl)-methanone), CN(C1=CC=CC=C1)C (N,N-dimethylaniline), ClC(C(=O)Cl)(Cl)Cl (trichloroacetyl chloride). Run in ClCCl (dichloromethane). Conditions: time 8 hour. Yields the product ClC(C(=O)C1=CC=C2CN(C3=C(CN21)C=CC=C3)C(=O)C3=CC(=C(C=C3)C3=C(C=CC=C3)C)C)(Cl)Cl (2,2,2-Trichloro-1-{10-[(2,2′-dimethyl-1,1′-biphenyl-4-yl)carbonyl]-10,11-dihydro-5H-pyrrolo[2,1-c][1,4]benzodiazepin-3-yl}ethanone). Isolated yield 93.5%. RXN SMILES: [CH:1]1[CH:2]=[CH:3][N:4]2[CH2:10][C:9]3[CH:11]=[CH:12][CH:13]=[CH:14][C:8]=3[N:7]([C:15]([C:17]3[CH:22]=[CH:21][C:20]([C:23]4[CH:28]=[CH:27][CH:26]=[CH:25][C:24]=4[CH3:29])=[C:19]([CH3:30])[CH:18]=3)=[O:16])[CH2:6][C:5]=12.CN(C)C1C=CC=CC=1.[Cl:40][C:41]([Cl:46])([Cl:45])[C:42](Cl)=[O:43]>ClCCl>[Cl:40][C:41]([Cl:46])([Cl:45])[C:42]([C:3]1[N:4]2[C:5]([CH2:6][N:7]([C:15]([C:17]3[CH:22]=[CH:21][C:20]([C:23]4[CH:28]=[CH:27][CH:26]=[CH:25][C:24]=4[CH3:29])=[C:19]([CH3:30])[CH:18]=3)=[O:16])[C:8]3[CH:14]=[CH:13][CH:12]=[CH:11][C:9]=3[CH2:10]2)=[CH:1][CH:2]=1)=[O:43]. Procedure: To a solution of (10,11-dihydro-5H-pyrrolo[2,1-c][1,4]benzodiazepin-10-yl)-(2,2′-dimethyl-biphenyl-4-yl)-methanone of Step C (12.4 g, 31.6 mmol) and N,N-dimethylaniline (6.4 mL, 50.5 mmol) in dry dichloromethane (90 mL) at 0° C. under nitrogen, was added trichloroacetyl chloride (5.3 mL, 47.5 mmol). The reaction was then allowed to warm slowly to room temperature while stirring overnight. The reaction mixture then was washed with 2N hydrochloric acid (2×100 mL), water (100 mL) and brine (100 mL)... The reactants are C(C)(=O)NC1=NN(CC1)C1=CC(=CC=C1)C(F)(F)F (3-acetamido-1-(3-trifluoromethylphenyl)-2-pyrazoline), [H-].[Al+3].[Li+].[H-].[H-].[H-] (lithium aluminium hydride). Run in O1CCCC1 (tetrahydrofuran). Product: C(C)NC1=NN(CC1)C1=CC(=CC=C1)C(F)(F)F (3-ethylamino-1 -(3-trifluoromethylphenyl)-2-pyrazoline). As a reaction SMILES: [C:1]([NH:4][C:5]1[CH2:9][CH2:8][N:7]([C:10]2[CH:15]=[CH:14][CH:13]=[C:12]([C:16]([F:19])([F:18])[F:17])[CH:11]=2)[N:6]=1)(=O)[CH3:2].[H-].[Al+3].[Li+].[H-].[H-].[H-]>O1CCCC1>[CH2:1]([NH:4][C:5]1[CH2:9][CH2:8][N:7]([C:10]2[CH:15]=[CH:14][CH:13]=[C:12]([C:16]([F:18])([F:19])[F:17])[CH:11]=2)[N:6]=1)[CH3:2] |f:1.2.3.4.5.6|. Procedure details: By a method analogous to that described in Example 1 3-acetamido-1-(3-trifluoromethylphenyl)-2-pyrazoline was reduced with lithium aluminium hydride, using tetrahydrofuran in place of diethyl ether. The hydrochloride of the resulting 3-ethylamino-1-(3-trifluoromethylphenyl)-2-pyrazoline was recrystallized from isopropanol and diethylether, m.p. 171.5°.